Dataset: the Open Reaction Database (ORD), a public repository of structured organic reaction records. Task: describe an organic reaction: reactants, conditions, products, and yield The product is CN(C)NCCCCC(C(=O)OC(C)(C)C)[NH+]([O-])C(=O)OCc1ccccc1. Reactants: CN(C)NCCCCC(NC(=O)OCc1ccccc1)C(=O)OC(C)(C)C, CO, OO. As a reaction SMILES: [CH3:1][N:2]([NH:3][CH2:4][CH2:5][CH2:6][CH2:7][CH:8]([NH:9][C:10](=[O:11])[O:12][CH2:13][c:14]1[cH:15][cH:16][cH:17][cH:18][cH:19]1)[C:20](=[O:21])[O:22][C:23]([CH3:24])([CH3:25])[CH3:26])[CH3:27].[CH3:30][OH:31].[OH:28][OH:29]>>[CH3:1][N:2]([NH:3][CH2:4][CH2:5][CH2:6][CH2:7][CH:8]([NH+:9]([C:10](=[O:11])[O:12][CH2:13][c:14]1[cH:15][cH:16][cH:17][cH:18][cH:19]1)[O-:28])[C:20](=[O:21])[O:22][C:23]([CH3:24])([CH3:25])[CH3:26])[CH3:27]. The reactants are ClC1=CC=C(CN2C(=CC=C2)C(=O)N2CCC(CC2)C(=O)O)C=C1 (1-(1-(4-chlorobenzyl)-1H-pyrrole-2-carbonyl)piperidine-4-carboxylic acid), N1=C(C=CC=C1)CCN (pyridylethylamine), C=1C=CC2=C(C1)N=NN2O (HOBt), TEA, C(CCl)Cl (EDC). Run in C(Cl)Cl (DCM), C(Cl)Cl (DCM), CCOC(=O)C (EtOAc). Run at time 18 hour. Yields the product ClC1=CC=C(CN2C(=CC=C2)C(=O)N2CCC(CC2)C(=O)NCCC2=CC=NC=C2)C=C1 (1-(1-(4-chlorobenzyl)-1H-pyrrole-2-carbonyl)-N-(2-(pyridin-4-yl)ethyl)piperidine-4-carboxamide). RXN SMILES: [Cl:1][C:2]1[CH:24]=[CH:23][C:5]([CH2:6][N:7]2[CH:11]=[CH:10][CH:9]=[C:8]2[C:12]([N:14]2[CH2:19][CH2:18][CH:17]([C:20](O)=[O:21])[CH2:16][CH2:15]2)=[O:13])=[CH:4][CH:3]=1.C(Cl)CCl.[CH:29]1[CH:30]=[CH:31][C:32]2N(O)N=[N:35][C:33]=2C=1.[N:39]1C=CC=[CH:41][C:40]=1CCN>CCOC(C)=O.C(Cl)Cl>[Cl:1][C:2]1[CH:24]=[CH:23][C:5]([CH2:6][N:7]2[CH:11]=[CH:10][CH:9]=[C:8]2[C:12]([N:14]2[CH2:15][CH2:16][CH:17]([C:20]([NH:39][CH2:40][CH2:41][C:31]3[CH:30]=[CH:29][N:35]=[CH:33][CH:32]=3)=[O:21])[CH2:18][CH2:19]2)=[O:13])=[CH:4][CH:3]=1. Procedure details: The following was added sequentially to DCM: 1-(1-(4-chlorobenzyl)-1H-pyrrole-2-carbonyl)piperidine-4-carboxylic acid (600 mg, 1.73 mmol), TEA (0.725 mL, 5.19 mmol), EDC (365 mg, 1.903 mmol), and HOBt (291 mqg, 1.903 mmol). This was allowed to stir at rt for 30 min, at which time pyridylethylamine (0.227 mL, 1.903 mmol) was added. Stirring continued for 18 h. At this time, the DCM and TEA were stripped off, and the residue was taken up in EtOAc and washed with 10% aqueous sodium carbonate (3×). ... Starting materials: CS(C)=O, CCN(C(C)C)C(C)C, O, c1ccc(-c2nsc(N3CCNCC3)n2)cc1, O=C(Nc1cccnn1)OCC(Cl)(Cl)Cl. Product: O=C(Nc1cccnn1)N1CCN(c2nc(-c3ccccc3)ns2)CC1. As a reaction SMILES: [CH3:42][S:43]([CH3:44])=[O:45].[CH:33]([N:34]([CH:35]([CH3:36])[CH3:37])[CH2:38][CH3:39])([CH3:40])[CH3:41].[OH2:46].[c:16]1(-[c:22]2[n:23][s:24][c:25]([N:27]3[CH2:28][CH2:29][NH:30][CH2:31][CH2:32]3)[n:26]2)[cH:17][cH:18][cH:19][cH:20][cH:21]1.[n:1]1[n:2][c:3]([NH:7][C:8]([O:9][CH2:10][C:11]([Cl:12])([Cl:13])[Cl:14])=[O:15])[cH:4][cH:5][cH:6]1>>[n:1]1[n:2][c:3]([NH:7][C:8](=[O:15])[N:30]2[CH2:29][CH2:28][N:27]([c:25]3[s:24][n:23][c:22](-[c:16]4[cH:17][cH:18][cH:19][cH:20][cH:21]4)[n:26]3)[CH2:32][CH2:31]2)[cH:4][cH:5][cH:6]1. Starting materials: FC1=C2C(NC(C2=CC=C1)=O)=O (4-fluoro-1H-isoindole-1,3(2H)-dione), C(C)OC(C(OCC)Cl)=O (2-chloro-2-ethoxyacetic acid ethyl ester). The product is C(C)OC(C(N1C(C2=CC=CC(=C2C1=O)F)=O)OCC)=O ((RS)-ethoxy-(4-fluoro-1,3-dioxo-1,3-dihydro-isoindol-2-yl)-acetic acid ethyl ester). RXN SMILES: [F:1][C:2]1[CH:10]=[CH:9][CH:8]=[C:7]2[C:3]=1[C:4](=[O:12])[NH:5][C:6]2=[O:11].[CH2:13]([O:15][C:16](=[O:22])[CH:17](Cl)[O:18][CH2:19][CH3:20])[CH3:14]>>[CH2:13]([O:15][C:16](=[O:22])[CH:17]([O:18][CH2:19][CH3:20])[N:5]1[C:4](=[O:12])[C:3]2[C:7](=[CH:8][CH:9]=[CH:10][C:2]=2[F:1])[C:6]1=[O:11])[CH3:14]. Reported procedure: According to general procedure H, 4-fluoro-1H-isoindole-1,3(2H)-dione (CAS51108-29-3) was reacted with 2-chloro-2-ethoxyacetic acid ethyl ester to give (RS)-ethoxy-(4-fluoro-1,3-dioxo-1,3-dihydro-isoindol-2-yl)-acetic acid ethyl ester, MS 296.3 ([M+H]+).